From a dataset of the Open Reaction Database (ORD), a public repository of structured organic reaction records. describe an organic reaction: reactants, conditions, products, and yield The reactants are COc1ccc(CNc2cc(Oc3ccc4c(c3)CC(C(=O)O)CC4)ccn2)cc1, COc1ccccc1, ClCCl, O=C(OC(=O)C(F)(F)F)C(F)(F)F. Product: Nc1cc(Oc2ccc3c(c2)CC(C(=O)O)CC3)ccn1. As a reaction SMILES: [CH3:1][O:2][c:3]1[cH:4][cH:5][c:6]([CH2:7][NH:8][c:9]2[n:10][cH:11][cH:12][c:13]([O:15][c:16]3[cH:17][cH:18][c:19]4[c:24]([cH:25]3)[CH2:23][CH:22]([C:26](=[O:27])[OH:28])[CH2:21][CH2:20]4)[cH:14]2)[cH:29][cH:30]1.[CH3:31][O:32][c:33]1[cH:34][cH:35][cH:36][cH:37][cH:38]1.[Cl:52][CH2:53][Cl:54].[F:39][C:40]([F:41])([F:42])[C:43]([O:44][C:45](=[O:46])[C:47]([F:48])([F:49])[F:50])=[O:51]>>[NH2:8][c:9]1[n:10][cH:11][cH:12][c:13]([O:15][c:16]2[cH:17][cH:18][c:19]3[c:24]([cH:25]2)[CH2:23][CH:22]([C:26](=[O:27])[OH:28])[CH2:21][CH2:20]3)[cH:14]1. Starting materials: C(C)(=O)O[C@@H]1OCC[C@@H]1NC([C@@H](NC(NC1=CC=CC2=CC=CC=C12)=O)CC(C)C)=O ((2S,3S)-2-acetoxy-3-[[N-(1-naphthylcarbamoyl)-(L)-leucyl]amino]tetrahydrofuran). Reagents/catalysts: Cl (hydrochloric acid). Run in CO (methanol). Conditions: time 1 hour. The product is COC1OCC[C@@H]1NC([C@@H](NC(NC1=CC=CC2=CC=CC=C12)=O)CC(C)C)=O ((3S)-2-methoxy-3-[[N-(1-naphthylcarbamoyl)-(L)-leucyl]amino]-tetrahydrofuran). The yield is 85.6%. Reaction SMILES: [C:1]([O:4][C@H:5]1[C@@H:9]([NH:10][C:11](=[O:31])[C@H:12]([CH2:27][CH:28]([CH3:30])[CH3:29])[NH:13][C:14](=[O:26])[NH:15][C:16]2[C:25]3[C:20](=[CH:21][CH:22]=[CH:23][CH:24]=3)[CH:19]=[CH:18][CH:17]=2)[CH2:8][CH2:7][O:6]1)(=O)C>CO.Cl>[CH3:1][O:4][CH:5]1[C@@H:9]([NH:10][C:11](=[O:31])[C@H:12]([CH2:27][CH:28]([CH3:29])[CH3:30])[NH:13][C:14](=[O:26])[NH:15][C:16]2[C:25]3[C:20](=[CH:21][CH:22]=[CH:23][CH:24]=3)[CH:19]=[CH:18][CH:17]=2)[CH2:8][CH2:7][O:6]1. Procedure details: In methanol (20 ml) was suspended (2S,3S)-2-acetoxy-3-[[N-(1-naphthylcarbamoyl)-(L)-leucyl]amino]tetrahydrofuran (0.1 g) and following addition of concentrated hydrochloric acid (5 drops), the mixture was stirred at room temperature for 1 hour. The reaction mixture was then concentrated under reduced pressure to give (3S)-2-methoxy-3-[[N-(1-naphthylcarbamoyl)-(L)-leucyl]amino]-tetrahydrofuran (chemical structure below) (0.08 g, 87%). As recrystallized from dichloromethane-isopropyl ether, colorl... Starting materials: OC1=C(C(NC(=C1)C)=O)C(C=CC1=CC(=CC=C1)C(=O)NCC(=O)OC)=O (4-hydroxy-3-[3-[3-[(methoxycarbonylmethyl)aminocarbonyl]phenyl]-1-oxo-2-propenyl]-6-methyl-2(1H)-pyridinone), [Cl-].[NH4+] (ammonium chloride), N (ammonia), N (ammonia). Reaction conditions: time 1 hour. The product is OC1=C(C(NC(=C1)C)=O)C(C=CC1=CC(=CC=C1)C(=O)NCC(=O)N)=O (4-hydroxy-3-[3-[3-[(aminocarbonylmethyl)aminocarbonyl]phenyl]-1-oxo-2-propenyl]-6-methyl-2(1H)-pyridinone). Yield: 92.0%. As a reaction SMILES: [OH:1][C:2]1[CH:7]=[C:6]([CH3:8])[NH:5][C:4](=[O:9])[C:3]=1[C:10](=[O:27])[CH:11]=[CH:12][C:13]1[CH:18]=[CH:17][CH:16]=[C:15]([C:19]([NH:21][CH2:22][C:23](OC)=[O:24])=[O:20])[CH:14]=1.[Cl-].[NH4+:29].N>>[OH:1][C:2]1[CH:7]=[C:6]([CH3:8])[NH:5][C:4](=[O:9])[C:3]=1[C:10](=[O:27])[CH:11]=[CH:12][C:13]1[CH:18]=[CH:17][CH:16]=[C:15]([C:19]([NH:21][CH2:22][C:23]([NH2:29])=[O:24])=[O:20])[CH:14]=1 |f:1.2|. Reported procedure: A mixture of 0.37 g of 4-hydroxy-3-[3-[3-[(methoxycarbonylmethyl)aminocarbonyl]phenyl]-1-oxo-2-propenyl]-6-methyl-2(1H)-pyridinone, 18 mg of ammonium chloride and 4 ml of aqueous concentrated ammonia was stirred at room temperature for 1 hour. Two ml of aqueous concentrated ammonia was added, and this was further stirred for 30 minutes, and concentrated under reduced pressure. The residue was washed with tetrahydrofuran, and the resulting crude crystals were recrystallized from dimethylformamide...